This data is from the Open Reaction Database (ORD), a public repository of structured organic reaction records. The task is: describe an organic reaction: reactants, conditions, products, and yield The reactants are ( a ), Cl.O=C1OC=2C(=NC=C(C2)/C=C/C(=O)O)N1 ((E)-3-(2-oxo-2,3-dihydro-oxazolo[4,5-b]pyridine-6-yl)acrylic acid hydrochloride), Cl.CN1CC(NC2=C(C1)C=C(C=N2)/C=C/C(=O)O)=O ((E)-3-(4-methyl-2-oxo-2,3,4,5-tetrahydro-1H-pyrido[2,3-e][1,4]diazepin-7-yl)acrylic acid hydrochloride), CNCC=1N(C2=CC=CC=C2C1)C (methyl-(1-methyl-1H-indol-2-ylmethyl)amine), CNCC1=C(C2=CC=CC=C2C=C1)CCC (methyl-(1-propyl-naphthalen-2-ylmethyl)amine), amide. The product is CN(C(\C=C\C=1C=C2C(=NC1)NC(O2)=O)=O)CC=2N(C1=CC=CC=C1C2)C ((E)-N-Methyl-N-(1-methyl-1H-indol-2-ylmethyl)-3-(2-oxo-2,3-dihydro-oxazolo[4,5-b]pyridin-6-yl)acrylamide). The yield is 34.0%. Reaction SMILES: [CH3:1][NH:2][CH2:3][C:4]1[N:5]([CH3:13])[C:6]2[C:11]([CH:12]=1)=[CH:10][CH:9]=[CH:8][CH:7]=2.CNCC1C=CC2C(=CC=CC=2)C=1CCC.Cl.[O:31]=[C:32]1[NH:45][C:35]2=[N:36][CH:37]=[C:38](/[CH:40]=[CH:41]/[C:42](O)=[O:43])[CH:39]=[C:34]2[O:33]1.Cl.CN1CC2C=C(/C=C/C(O)=O)C=NC=2NC(=O)C1>>[CH3:1][N:2]([CH2:3][C:4]1[N:5]([CH3:13])[C:6]2[C:11]([CH:12]=1)=[CH:10][CH:9]=[CH:8][CH:7]=2)[C:42](=[O:43])/[CH:41]=[CH:40]/[C:38]1[CH:39]=[C:34]2[O:33][C:32](=[O:31])[NH:45][C:35]2=[N:36][CH:37]=1 |f:2.3,4.5|. Procedure details: According to the procedure of Example 1 (a), except substituting methyl-(1-methyl-1H-indol-2-ylmethyl)amine for the methyl-(1-propyl-naphthalen-2-ylmethyl)amine, and substituting (E)-3-(2-oxo-2,3-dihydro-oxazolo[4,5-b]pyridine-6-yl)acrylic acid hydrochloride for the (E)-3-(4-methyl-2-oxo-2,3,4,5-tetrahydro-1H-pyrido[2,3-e][1,4]diazepin-7-yl)acrylic acid hydrochloride, the title compound (0.23 g, 34%) was prepared as an off-white solid and as a mixture of amide rotamers: 1H NMR (300 MHz, DMSO-d6)... Starting materials: NC=1C=C2C(=C(C=NC2=CC1)C#N)NC1=CC(=CC=C1)C#N (6-amino-4-[(3-cyanophenyl)amino]-3-quinolinecarbonitrile), N1(CCCCC1)CC#CC(=O)O (4-piperidino-2-butynoic acid), CN1CCOCC1 (N-methylmorpholine), ClC(=O)OCC(C)C (isobutyl chloroformate), C([O-])(O)=O.[Na+] (sodium bicarbonate). Solvent: N1=CC=CC=C1 (pyridine), C1CCOC1 (THF). Reaction conditions: time 30 minute. Yields the product C(#N)C=1C=NC2=CC=C(C=C2C1NC1=CC(=CC=C1)C#N)NC(C#CCN1CCCCC1)=O (N-{3-Cyano-4-[(3-cyanophenyl)amino]-6-quinolinyl}-4-piperidino-2-butynamide). The yield is 66.3%. Reaction SMILES: [N:1]1([CH2:7][C:8]#[C:9][C:10]([OH:12])=O)[CH2:6][CH2:5][CH2:4][CH2:3][CH2:2]1.CN1CCOCC1.ClC(OCC(C)C)=O.[NH2:28][C:29]1[CH:30]=[C:31]2[C:36](=[CH:37][CH:38]=1)[N:35]=[CH:34][C:33]([C:39]#[N:40])=[C:32]2[NH:41][C:42]1[CH:47]=[CH:46][CH:45]=[C:44]([C:48]#[N:49])[CH:43]=1.C(=O)(O)[O-].[Na+]>C1COCC1.N1C=CC=CC=1>[C:39]([C:33]1[CH:34]=[N:35][C:36]2[C:31]([C:32]=1[NH:41][C:42]1[CH:47]=[CH:46][CH:45]=[C:44]([C:48]#[N:49])[CH:43]=1)=[CH:30][C:29]([NH:28][C:10](=[O:12])[C:9]#[C:8][CH2:7][N:1]1[CH2:2][CH2:3][CH2:4][CH2:5][CH2:6]1)=[CH:38][CH:37]=2)#[N:40] |f:4.5|. Reported procedure: Partially dissolved 1.46 g (8.75 mmol) 4-piperidino-2-butynoic acid in 100 ml THF and chilled to 0° C. under N2. Added 1.16 ml (10.5 mmol) N-methylmorpholine and 911 μl (7.00 mmol) isobutyl chloroformate and stirred for 30 minutes. Added a solution of 1.00 g (3.50 mmol) 6-amino-4-[(3-cyanophenyl)amino]-3-quinolinecarbonitrile in 8 ml pyridine. At 3.5 hours poured onto ice bath and made basic with saturated sodium bicarbonate. Extracted with ethyl acetate, dried organic layers with magnesium sulf... Starting materials: [I-].[Na+] (sodium iodide), C(C)(=O)C=1C=CC(=C(C=O)C1)OCC(=C)CCl (5-acetyl-2-{[2-(chloromethyl)-2-propenyl]oxy}benzaldehyde), O (Water). Run in CC(=O)C (acetone). Conditions: time 5 hour. The product is C(C)(=O)C=1C=CC(=C(C=O)C1)OCC(=C)CI (5-acetyl-2-{[2-(iodomethyl)-2-propenyl]oxy}benzaldehyde). The yield is 100.1%. Reaction SMILES: [I-:1].[Na+].[C:3]([C:6]1[CH:7]=[CH:8][C:9]([O:14][CH2:15][C:16]([CH2:18]Cl)=[CH2:17])=[C:10]([CH:13]=1)[CH:11]=[O:12])(=[O:5])[CH3:4].O>CC(C)=O>[C:3]([C:6]1[CH:7]=[CH:8][C:9]([O:14][CH2:15][C:16]([CH2:18][I:1])=[CH2:17])=[C:10]([CH:13]=1)[CH:11]=[O:12])(=[O:5])[CH3:4] |f:0.1|. Procedure details: 531 mg (3.54 mmol) of sodium iodide are added to 894 mg (3.54 mmol) of 5-acetyl-2-{[2-(chloromethyl)-2-propenyl]oxy}benzaldehyde in solution in 10 ml of distilled acetone. The medium is brought to reflux and is stirred for 5 hours. Water is added and then the solution is concentrated. After the addition of water and dichloromethane, the phases are separated by settling and then the aqueous phase is extracted with dichloromethane. The combined organic phases are washed, dried and then concentrate... The reactants are C=1C=CC2=C(C1)N=NN2O (HOBT), Cl.C1(=CC=CC=C1)C(C(=O)O)N1CCCC1 (2-phenyl-2-(pyrrolidin-1-yl)acetic acid hydrochloride), N12C[C@@H](C(CC1)CC2)O ((R)-quinuclidin-3-ol), C1CCC(CC1)N=C=NC2CCCCC2 (DCC). The solvent is C1CCOC1 (THF). Procedure: PS-DCC (loading: 1.25 mmol/g; 0.99 g, 1.24 mmol) was suspended in dry THF (12 ml). HOBT (0.19 g, 1.24 mmol), 2-phenyl-2-(pyrrolidin-1-yl)acetic acid hydrochloride (0.15 g, 0.62 mmol) and (R)-quinuclidin-3-ol (0.24 g, 1.86 mmol) were sequentially added. The mixture was shaken overnight and then PS-DCC was filtered washing with EtOAc and THF. The solution was evaporated and the residue was dissolved in EtOAc (30 ml) and washed with water (15 ml) and with a sat. NaHCO3 (20 ml). The organic phase wa... Reaction conditions: time 8 hour. Yields the product C1(=CC=CC=C1)C(C(=O)O[C@H]1CN2CCC1CC2)N2CCCC2 ((R)-quinuclidin-3-yl 2-phenyl-2-(pyrrolidin-1-yl)acetate). Yield: 27.2%. Reaction SMILES: C1CCC(N=C=NC2CCCCC2)CC1.C1C=CC2N(O)N=NC=2C=1.Cl.[C:27]1([CH:33]([N:37]2[CH2:41][CH2:40][CH2:39][CH2:38]2)[C:34]([OH:36])=[O:35])[CH:32]=[CH:31][CH:30]=[CH:29][CH:28]=1.[N:42]12[CH2:49][CH2:48][CH:45]([CH2:46][CH2:47]1)[C@@H:44](O)[CH2:43]2>C1COCC1>[C:27]1([CH:33]([N:37]2[CH2:41][CH2:40][CH2:39][CH2:38]2)[C:34]([O:36][C@@H:44]2[CH:45]3[CH2:48][CH2:49][N:42]([CH2:47][CH2:46]3)[CH2:43]2)=[O:35])[CH:28]=[CH:29][CH:30]=[CH:31][CH:32]=1 |f:2.3|.